From a dataset of the Open Reaction Database (ORD), a public repository of structured organic reaction records. describe an organic reaction: reactants, conditions, products, and yield The reactants are Cl.[N+](=O)([O-])C=1C=C(CN)C=CC1 (m-Nitrobenzylamine hydrochloride), C([O-])(O)=O.[Na+] (sodium bicarbonate), [N+](=O)([O-])C=1C=C(CN)C=CC1 (m-nitrobenzylamine), C(C)OC(C(CC(C)=O)C(C1=CC=CC=C1)=O)=O (2-benzoyl-4-oxo-pentanoic acid ethyl ester), CC1=CC=C(C=C1)S(=O)(=O)O (tosic acid). The solvent is C(C)O (ethanol). Yields the product C(C)OC(=O)C1=C(N(C(=C1)C)CC1=CC(=CC=C1)[N+](=O)[O-])C1=CC=CC=C1 (5-Methyl-1-(3-nitrobenzyl)-2-phenyl-1H-pyrrole-3-carboxylic Acid Ethyl Ester). As a reaction SMILES: Cl.[N+:2]([C:5]1[CH:6]=[C:7]([CH:10]=[CH:11][CH:12]=1)[CH2:8][NH2:9])([O-:4])=[O:3].C(=O)(O)[O-].[Na+].[N+](C1C=C(C=CC=1)CN)([O-])=O.[CH2:29]([O:31][C:32](=[O:46])[CH:33]([C:38](=O)[C:39]1[CH:44]=[CH:43][CH:42]=[CH:41][CH:40]=1)[CH2:34][C:35](=O)[CH3:36])[CH3:30].CC1C=CC(S(O)(=O)=O)=CC=1>C(O)C>[CH2:29]([O:31][C:32]([C:33]1[CH:34]=[C:35]([CH3:36])[N:9]([CH2:8][C:7]2[CH:10]=[CH:11][CH:12]=[C:5]([N+:2]([O-:4])=[O:3])[CH:6]=2)[C:38]=1[C:39]1[CH:40]=[CH:41][CH:42]=[CH:43][CH:44]=1)=[O:46])[CH3:30] |f:0.1,2.3|. Reported procedure: m-Nitrobenzylamine hydrochloride (3 g) was suspended in an aqueous solution of saturated sodium bicarbonate (30 mL), and extracted with chloroform. The organic layer was dried over MGSO4, the solids saturated and solvents removed under vacuum to yield the free base. The m-nitrobenzylamine (5 mmol, 0.8 g) prepared above, 2-benzoyl-4-oxo-pentanoic acid ethyl ester (5 mmol, 1.2 g), and tosic acid were combined in ethanol, then heated under reflux. The resulting residue was purified over silica gel ... Reactants: C1(CCCCC1)OC1=NC=C(C=C1)I (2-(cyclohexyloxy)-5-iodopyridine), C1(=CC=CC=C1)C#C (phenylacetylene). Procedure details: The title compound, brown oil, MS: m/e=278.1 (M+H+), can be prepared in accordance with the general method of example 18, step 2 from 2-(cyclohexyloxy)-5-iodopyridine and phenylacetylene. The product is C1(CCCCC1)OC1=NC=C(C=C1)C#CC1=CC=CC=C1 (2-Cyclohexyloxy-5-phenylethynyl-pyridine). Reaction SMILES: [CH:1]1([O:7][C:8]2[CH:13]=[CH:12][C:11](I)=[CH:10][N:9]=2)[CH2:6][CH2:5][CH2:4][CH2:3][CH2:2]1.[C:15]1([C:21]#[CH:22])[CH:20]=[CH:19][CH:18]=[CH:17][CH:16]=1>>[CH:1]1([O:7][C:8]2[CH:13]=[CH:12][C:11]([C:22]#[C:21][C:15]3[CH:20]=[CH:19][CH:18]=[CH:17][CH:16]=3)=[CH:10][N:9]=2)[CH2:6][CH2:5][CH2:4][CH2:3][CH2:2]1. The reactants are FC(C(=O)OCC)(F)F (ethyl trifluoroacetate), C[O-].[Na+] (sodium methoxide), CO (methanol), CC(=O)C1=CC=C(C=C1)OCC2=CC=CC=C2 (4-benzyloxyacetophenone). Run in CCOCC (ether). Run at time 64.4 hour. Yields the product C(C1=CC=CC=C1)OC1=CC=C(C=C1)C(CC(C(F)(F)F)=O)=O (1-(4-benzyloxyphenyl)-4.4,4-trifluoro-1,3-butanedione). Isolated yield 95.3%. Reaction SMILES: [CH3:1][C:2]([C:4]1[CH:9]=[CH:8][C:7]([O:10][CH2:11][C:12]2[CH:17]=[CH:16][CH:15]=[CH:14][CH:13]=2)=[CH:6][CH:5]=1)=[O:3].[F:18][C:19]([F:26])([F:25])[C:20](OCC)=[O:21].C[O-].[Na+].CO>CCOCC>[CH2:11]([O:10][C:7]1[CH:8]=[CH:9][C:4]([C:2](=[O:3])[CH2:1][C:20](=[O:21])[C:19]([F:26])([F:25])[F:18])=[CH:5][CH:6]=1)[C:12]1[CH:17]=[CH:16][CH:15]=[CH:14][CH:13]=1 |f:2.3|. Procedure details: A solution of 4-benzyloxyacetophenone (6.50 g, 29 mmol) in ether (70 mL) was cooled to 0° C. and treated with ethyl trifluoroacetate (4.12 g, 29 mmol) and 25% sodium methoxide in methanol (6.39 g, 30 mmol). The reaction was warmed to room temperature and stirred for 64.4 hours. The reaction was quenched with 3 N HCl (15 mL), extracted with ethyl acetate, washed with brine, dried over anhyd. MgSO4, filtered and concentrated in vacuo to give the title compound as a yellow solid (8.91 g, 96%): mp 9... The reactants are ClC1=NC(=C2N=CN(C2=N1)C=C)Cl (2,6-dichloro-9-vinylpurine), ClC1=NC(=C2NC=NC2=N1)Cl.C(=C)N1C2=NC=NC=C2N=C1 (2,6-dichloropurine 9-vinyl purine), NC1=CC=C(C=C1)P(C)(C)=O (4-aminophenyl-dimethylphosphine oxide), CCN(C(C)C)C(C)C (DIEA). The solvent is CCO (EtOH). The product is ClC1=NC(=C2N=CN(C2=N1)C=C)NC1=CC=C(C=C1)P(=O)(C)C (2-chloro-N-(4-(dimethylphosphoryl)phenyl)-9-vinyl-9H-purin-6-amine). As a reaction SMILES: ClC1N=C2C(NC=N2)=C(Cl)N=1.C(N1C=NC2C1=NC=NC=2)=C.[NH2:23][C:24]1[CH:29]=[CH:28][C:27]([P:30](=[O:33])([CH3:32])[CH3:31])=[CH:26][CH:25]=1.CCN(C(C)C)C(C)C.[Cl:43][C:44]1[N:52]=[C:51]2[C:47]([N:48]=[CH:49][N:50]2[CH:53]=[CH2:54])=[C:46](Cl)[N:45]=1>CCO>[Cl:43][C:44]1[N:52]=[C:51]2[C:47]([N:48]=[CH:49][N:50]2[CH:53]=[CH2:54])=[C:46]([NH:23][C:24]2[CH:25]=[CH:26][C:27]([P:30]([CH3:31])([CH3:32])=[O:33])=[CH:28][CH:29]=2)[N:45]=1 |f:0.1|. Reported procedure: To a sealed tube were added 2,6-dichloropurine-9-vinyl purine (0.43 g, 2 mmol), 4-aminophenyl-dimethylphosphine oxide (0.37 g, 2.2 mmol), and the solids were dissolved in ˜15 mL anhydrous EtOH under Ar. Then DIEA (1.0 mL, 6 mmol) was added. The reaction was heated at 105° C. for 3 overnights until the starting material 2,6-dichloro-9-vinylpurine had disappeared. Volatiles were removed by rotavaporing and the residue was partitioned between EtOAc/water. The organic layer was washed with water onc... Starting materials: C1CCNCC1, C1CCOC1, O=C(Nc1nc(-c2ccco2)c(C(=O)C2CCOCC2)s1)c1ccc(CCl)cc1. Product: O=C(Nc1nc(-c2ccco2)c(C(=O)C2CCOCC2)s1)c1ccc(CN2CCCCC2)cc1. RXN SMILES: [CH2:30]1[CH2:31][CH2:32][NH:33][CH2:34][CH2:35]1.[CH2:36]1[O:37][CH2:38][CH2:39][CH2:40]1.[Cl:1][CH2:2][c:3]1[cH:4][cH:5][c:6]([C:7](=[O:8])[NH:9][c:10]2[s:11][c:12]([C:20](=[O:21])[CH:22]3[CH2:23][CH2:24][O:25][CH2:26][CH2:27]3)[c:13](-[c:15]3[o:16][cH:17][cH:18][cH:19]3)[n:14]2)[cH:28][cH:29]1>>[CH2:2]([c:3]1[cH:4][cH:5][c:6]([C:7](=[O:8])[NH:9][c:10]2[s:11][c:12]([C:20](=[O:21])[CH:22]3[CH2:23][CH2:24][O:25][CH2:26][CH2:27]3)[c:13](-[c:15]3[o:16][cH:17][cH:18][cH:19]3)[n:14]2)[cH:28][cH:29]1)[N:33]1[CH2:32][CH2:31][CH2:30][CH2:35][CH2:34]1.